This data is from the Open Reaction Database (ORD), a public repository of structured organic reaction records. The task is: describe an organic reaction: reactants, conditions, products, and yield The reactants are C(#C)C=1C=C(N)C=CC1 (3-ethynylaniline), ClC=1C=C2C(NC=NC2=CC1SCCOC)=O (6-Chloro-7-(2-methoxyethylsulfanyl)-quinazolin-4-one), C1(=CC=CC=C1)P(C1=CC=CC=C1)C1=CC=CC=C1 (triphenylphosphine), C(Cl)(Cl)(Cl)Cl (carbon tetrachloride). Solvent: C(C)(C)O (isopropyl alcohol), ClCCCl (1,2-dichloroethane). The product is Cl.ClC=1C=C2C(=NC=NC2=CC1SCCOC)NC1=CC(=CC=C1)C#C ((6-Chloro-7-(2-methoxyethylsulfanyl)-quinazolin-4-yl)-(3-ethynyl-phenyl)-amine Hydrochloride). As a reaction SMILES: [Cl:1][C:2]1[CH:3]=[C:4]2[C:9](=[CH:10][C:11]=1[S:12][CH2:13][CH2:14][O:15][CH3:16])[N:8]=[CH:7][NH:6][C:5]2=O.C1(P(C2C=CC=CC=2)C2C=CC=CC=2)C=CC=CC=1.C(Cl)(Cl)(Cl)Cl.[C:42]([C:44]1[CH:45]=[C:46]([CH:48]=[CH:49][CH:50]=1)[NH2:47])#[CH:43]>ClCCCl.C(O)(C)C>[ClH:1].[Cl:1][C:2]1[CH:3]=[C:4]2[C:9](=[CH:10][C:11]=1[S:12][CH2:13][CH2:14][O:15][CH3:16])[N:8]=[CH:7][N:6]=[C:5]2[NH:47][C:46]1[CH:48]=[CH:49][CH:50]=[C:44]([C:42]#[CH:43])[CH:45]=1 |f:6.7|. Reported procedure: 6-Chloro-7-(2-methoxyethylsulfanyl)-quinazolin-4-one (200 mg, 0.739 mmol), triphenylphosphine (427 mg, 1.63 mmol) and 0.7 mL of carbon tetrachloride were refluxed in 4 ml of 1,2-dichloroethane for 4 hours, concentrated in vacuo to a residue, diluted with 4 mL of isopropyl alcohol and 3-ethynylaniline (129 mg, 1.104 mmol) and refluxed for 16 hours. The hot reaction mixture was filtered to isolate crude product which was column chromatographed on silica gel eluted with 5% methanol in chloroform. F... Starting materials: COC=1C(N(C=CC1C(=O)OCC)C)=O (ethyl 3-methoxy-1-methyl-2-oxo-1,2-dihydropyridine-4-carboxylate), C1CC(=O)N(C1=O)Br (NBS). The solvent is ClCCCl (DCE). Conditions: time 8 hour. Product: BrC1=CC(=C(C(N1C)=O)OC)C(=O)OCC (Ethyl 6-bromo-3-methoxy-1-methyl-2-oxo-1,2-dihydropyridine-4-carboxylate). The yield is 92.2%. Reaction SMILES: [CH3:1][O:2][C:3]1[C:4](=[O:15])[N:5]([CH3:14])[CH:6]=[CH:7][C:8]=1[C:9]([O:11][CH2:12][CH3:13])=[O:10].C1C(=O)N([Br:23])C(=O)C1>ClCCCl>[Br:23][C:6]1[N:5]([CH3:14])[C:4](=[O:15])[C:3]([O:2][CH3:1])=[C:8]([C:9]([O:11][CH2:12][CH3:13])=[O:10])[CH:7]=1. Procedure details: To a solution of Intermediate 1 (109 mg, 0.516 mmol) in DCE (2.0 mL) was added NBS (110 mg, 0.619 mmol). The reaction mixture was stirred at rt overnight and then was concentrated under reduced pressure. The residue was diluted with EtOAc, washed with water and brine, dried over anhydrous sodium sulfate, filtered and evaporated under reduced pressure. The residue was dissolved in a small amount of DCM and charged to a 12 g silica gel cartridge which was eluted with a 25 min gradient from 0-100% ... Reactants: BrC=1C=C2C=NN(C2=C(C1)COCC1(CCN(CC1)C(=O)OC(C)(C)C)C1=CC=CC=C1)COCC[Si](C)(C)C (tert-Butyl 4-(((5-bromo-1-((2-(trimethylsilyl)ethoxy)methyl)-1H-indazol-7-yl)methoxy)methyl)-4-phenylpiperidine-1-carboxylate). The solvent is FC(C(=O)O)(F)F (trifluoroacetic acid). Conditions: time 4 hour. The product is BrC=1C=C2C=NNC2=C(C1)COCC1(CCNCC1)C1=CC=CC=C1 (5-Bromo-7-(((4-phenylpiperidin-4-yl)methoxy)methyl)-1H-indazole). RXN SMILES: [Br:1][C:2]1[CH:3]=[C:4]2[C:8](=[C:9]([CH2:11][O:12][CH2:13][C:14]3([C:27]4[CH:32]=[CH:31][CH:30]=[CH:29][CH:28]=4)[CH2:19][CH2:18][N:17](C(OC(C)(C)C)=O)[CH2:16][CH2:15]3)[CH:10]=1)[N:7](COCC[Si](C)(C)C)[N:6]=[CH:5]2>FC(F)(F)C(O)=O>[Br:1][C:2]1[CH:3]=[C:4]2[C:8](=[C:9]([CH2:11][O:12][CH2:13][C:14]3([C:27]4[CH:28]=[CH:29][CH:30]=[CH:31][CH:32]=4)[CH2:15][CH2:16][NH:17][CH2:18][CH2:19]3)[CH:10]=1)[NH:7][N:6]=[CH:5]2. Reported procedure: tert-Butyl 4-(((5-bromo-1-((2-(trimethylsilyl)ethoxy)methyl)-1H-indazol-7-yl)methoxy)methyl)-4-phenylpiperidine-1-carboxylate (40 mg, 0.064 mmol) was dissolved in trifluoroacetic acid (50% in dichloromethane, 3 mL) and stirred at room temperature for 4 h. The reaction was concentrated and loaded onto a strong cation exchange cartridge in methanol. The cartridge was washed with several volumes of methanol which were discarded. The product was eluted with 2 M ammonia in methanol and concentrated. ... The product is IC=1C(=C(C(=O)OC(C)(C)C)C=C(C1C(=O)OC)C)C (1-tert-butyl 4-methyl 3-iodo-2,5-dimethylterephthalate). Reagents/catalysts: [Cu]I (Copper (I) iodide). Reported procedure: 1-tert-Butyl 4-methyl 3-amino-2,5-dimethylterephthalate (0.444 g, 1.59 mmol) was dissolved in THF (10 mL), and the mixture was sparged with nitrogen for 10 minutes. Copper (I) iodide (302 mg, 1.59 mmol) and diiodomethane (0.64 mL, 7.93 mmol) were added followed by isoamyl nitrite (0.63 mL, 4.74 mmol), and the mixture was stirred at reflux for 20 h. The mixture was cooled to ambient temperature and then was partitioned between ethyl acetate and 1N hydrochloric acid. The aqueous portion was extrac... Run in C1CCOC1 (THF). The yield is 48.4%. Reactants: ICI (diiodomethane), NC=1C(=C(C(=O)OC(C)(C)C)C=C(C1C(=O)OC)C)C (1-tert-Butyl 4-methyl 3-amino-2,5-dimethylterephthalate), N(=O)OCCC(C)C (isoamyl nitrite). RXN SMILES: N[C:2]1[C:3]([CH3:20])=[C:4]([CH:12]=[C:13]([CH3:19])[C:14]=1[C:15]([O:17][CH3:18])=[O:16])[C:5]([O:7][C:8]([CH3:11])([CH3:10])[CH3:9])=[O:6].[I:21]CI.N(OCCC(C)C)=O>C1COCC1.[Cu]I>[I:21][C:2]1[C:3]([CH3:20])=[C:4]([CH:12]=[C:13]([CH3:19])[C:14]=1[C:15]([O:17][CH3:18])=[O:16])[C:5]([O:7][C:8]([CH3:11])([CH3:10])[CH3:9])=[O:6].